Dataset: the Open Reaction Database (ORD), a public repository of structured organic reaction records. Task: describe an organic reaction: reactants, conditions, products, and yield Starting materials: Cc1ccccc1, CCOC(C)=O, NC=O, O=Cc1ccc(F)cc1, O, Cc1ccccc1S. Yields the product Cc1ccccc1SCN(C=O)c1ccc(F)cc1. Reaction SMILES: [CH3:21][c:22]1[cH:23][cH:24][cH:25][cH:26][cH:27]1.[CH3:28][CH2:29][O:30][C:31]([CH3:32])=[O:33].[CH:18](=[O:19])[NH2:20].[F:1][c:2]1[cH:3][cH:4][c:5]([CH:6]=[O:7])[cH:8][cH:9]1.[OH2:34].[c:10]1([CH3:17])[cH:11][cH:12][cH:13][cH:14][c:15]1[SH:16]>>[F:1][c:2]1[cH:3][cH:4][c:5]([N:20]([CH:18]=[O:19])[CH2:21][S:16][c:15]2[c:10]([CH3:17])[cH:11][cH:12][cH:13][cH:14]2)[cH:8][cH:9]1. The reactants are Triethylphosphonoacetate, [H-].[Na+] (NaH), ClCCl.C(C)(=O)OCC (dichloromethane ethyl acetate), N1=C(C=CC2=CC=CC=C12)COC1=CC=C2CC(C(C2=C1)=O)C (6-(2-Quinolinylmethoxy)-2-methyl-1-indanone). The solvent is C1(=CC=CC=C1)C (toluene), O (water), C1(=CC=CC=C1)C (toluene). Run at time 60 minute. Yields the product C(C)OC(CC1=C(CC2=CC=C(C=C12)OCC1=NC2=CC=CC=C2C=C1)C)=O (2-Methyl-5-(2-quinolinylmethoxy)-indene-3-acetic acid ethylester). As a reaction SMILES: [H-].[Na+].[N:3]1[C:12]2[C:7](=[CH:8][CH:9]=[CH:10][CH:11]=2)[CH:6]=[CH:5][C:4]=1[CH2:13][O:14][C:15]1[CH:23]=[C:22]2[C:18]([CH2:19][CH:20]([CH3:25])[C:21]2=O)=[CH:17][CH:16]=1.ClCCl.[C:29]([O:32][CH2:33][CH3:34])(=[O:31])[CH3:30]>C1(C)C=CC=CC=1.O>[CH2:33]([O:32][C:29](=[O:31])[CH2:30][C:21]1[C:22]2[C:18](=[CH:17][CH:16]=[C:15]([O:14][CH2:13][C:4]3[CH:5]=[CH:6][C:7]4[C:12](=[CH:11][CH:10]=[CH:9][CH:8]=4)[N:3]=3)[CH:23]=2)[CH2:19][C:20]=1[CH3:25])[CH3:34] |f:0.1,3.4|. Procedure: Triethylphosphonoacetate (22.42 g, 100 mmole) is added dropwise under nitrogen to a stirred and cooled (0° C.) slurry of NaH (57% in oil, 4.27 g, 100 mmole) in dry toluene (250 mL). The cooling bath is removed and stirring continued at room temperature for 60 minutes whereby an almost homogeneous solution is obtained. A solution of the indanone (15.15 g, 50 mmole) of Step E, in toluene (50 mL) is then added dropwise. The flask is placed in an oil bath heated at 95° C. for 19 hours (TLC, traces o... Reactants: ClC=1C(=CC(=NC1)F)C1=C(N=CC(=N1)NCC1CCOCC1)C(F)(F)F (6-(5-chloro-2-fluoropyridin-4-yl)-N-((tetrahydro-2H-pyran-4-yl)methyl)-5-(trifluoromethyl)pyrazin-2-amine), [C@H]1(CC[C@H](CC1)N)N (trans-cyclohexane-1,4-diamine). Solvent: CS(=O)C (DMSO). Conditions: temperature 100 celsius. The product is ClC=1C(=CC(=NC1)N[C@@H]1CC[C@H](CC1)N)C1=NC(=CN=C1C(F)(F)F)NCC1CCOCC1 (trans-N1-(5-chloro-4-(6-((tetrahydro-2H-pyran-4-yl)methyl)amino-3-(trifluoromethyl)pyrazin-2-yl)pyridin-2-yl)cyclohexane-1,4-diamine). Yield: 38.6%. RXN SMILES: [Cl:1][C:2]1[C:3]([C:9]2[N:14]=[C:13]([NH:15][CH2:16][CH:17]3[CH2:22][CH2:21][O:20][CH2:19][CH2:18]3)[CH:12]=[N:11][C:10]=2[C:23]([F:26])([F:25])[F:24])=[CH:4][C:5](F)=[N:6][CH:7]=1.[C@H:27]1([NH2:34])[CH2:32][CH2:31][C@H:30]([NH2:33])[CH2:29][CH2:28]1>CS(C)=O>[Cl:1][C:2]1[C:3]([C:9]2[C:10]([C:23]([F:26])([F:25])[F:24])=[N:11][CH:12]=[C:13]([NH:15][CH2:16][CH:17]3[CH2:22][CH2:21][O:20][CH2:19][CH2:18]3)[N:14]=2)=[CH:4][C:5]([NH:33][C@H:30]2[CH2:31][CH2:32][C@H:27]([NH2:34])[CH2:28][CH2:29]2)=[N:6][CH:7]=1. Procedure details: 6-(5-chloro-2-fluoropyridin-4-yl)-N-((tetrahydro-2H-pyran-4-yl)methyl)-5-(trifluoromethyl)pyrazin-2-amine (0.0178 g, 0.046 mmol) was dissolved in anhydrous DMSO (1.0 ml) and charged to a microwave vial. This was treated with trans-cyclohexane-1,4-diamine (0.052 g, 0.456 mmol). The reaction mixture was then heated at 100° C. for 18 hr. The reaction mixture was allowed to cool to ambient temperature. The material was purified by preparative reverse-phase HPLC to give 0.0086 g (32%) of trans-N1-(5-... The reactants are ClC1=C(C(=C(C=C1OC)OC)Cl)C1=CC2=C(C=N1)C(=NN2)C=2C=NN(C2)CC(=O)O ({4-[6-(2,6-dichloro-3,5-dimethoxyphenyl)-1H-pyrazolo[4,3-c]pyridin-3-yl]-1H-pyrazol-1-yl}acetic acid), COCCN (2-Methoxyethylamine). Yields the product ClC1=C(C(=C(C=C1OC)OC)Cl)C1=CC2=C(C=N1)C(=NN2)C=2C=NN(C2)CC(=O)NCCOC (2-{4-[6-(2,6-Dichloro-3,5-dimethoxyphenyl)-1H-pyrazolo[4,3-c]pyridin-3-yl]-1H-pyrazol-1-yl}-N-(2-methoxyethyl)acetamide). RXN SMILES: [Cl:1][C:2]1[C:7]([O:8][CH3:9])=[CH:6][C:5]([O:10][CH3:11])=[C:4]([Cl:12])[C:3]=1[C:13]1[N:18]=[CH:17][C:16]2[C:19]([C:22]3[CH:23]=[N:24][N:25]([CH2:27][C:28](O)=[O:29])[CH:26]=3)=[N:20][NH:21][C:15]=2[CH:14]=1.[CH3:31][O:32][CH2:33][CH2:34][NH2:35]>>[Cl:1][C:2]1[C:7]([O:8][CH3:9])=[CH:6][C:5]([O:10][CH3:11])=[C:4]([Cl:12])[C:3]=1[C:13]1[N:18]=[CH:17][C:16]2[C:19]([C:22]3[CH:23]=[N:24][N:25]([CH2:27][C:28]([NH:35][CH2:34][CH2:33][O:32][CH3:31])=[O:29])[CH:26]=3)=[N:20][NH:21][C:15]=2[CH:14]=1. Procedure: This compound was prepared by using procedures analogous to those described for the synthesis of Example 36, Step 2, starting from {4-[6-(2,6-dichloro-3,5-dimethoxyphenyl)-1H-pyrazolo[4,3-c]pyridin-3-yl]-1H-pyrazol-1-yl}acetic acid and 2-Methoxyethylamine. LCMS (M+H)+=505.1/507.1. The reactants are ClCCl, O=C(Cl)CCCCCl, N#CN, [Na+], [OH-], O. Product: N#CN1CCCCC1=O. Reaction SMILES: [CH2:14]([Cl:15])[Cl:16].[Cl:6][CH2:7][CH2:8][CH2:9][CH2:10][C:11](=[O:12])[Cl:13].[NH2:3][C:4]#[N:5].[Na+:2].[OH-:1].[OH2:17]>>[N:3]1([C:4]#[N:5])[CH2:7][CH2:8][CH2:9][CH2:10][C:11]1=[O:12]. Reactants: O=C1NC2=C(CCN1C1CCN(CC1)C(=O)O[C@H](CC1=CC3=C(NC(O3)=O)C(=C1)C)C(=O)O)C=CC=C2 ((R)-1-carboxy-2-(4-methyl-2-oxo-2,3-dihydrobenzoxazol-6-yl)-ethyl 4-(2-oxo-1,2,4,5-tetrahydro-1,3-benzodiazepin-3-yl)-piperidine-1-carboxylate), N1CCC(CC1)N1CCN(CC1)C(C)=O (1-(4-piperidin-4-yl-piperazin-1-yl)-ethanone). The product is O=C1NC2=C(CCN1C1CCN(CC1)C(=O)O[C@@H](C(=O)N1CCC(CC1)N1CCN(CC1)C(C)=O)CC1=CC3=C(NC(O3)=O)C(=C1)C)C=CC=C2 ((R)-2-[4-(4-acetyl-piperazin-1-yl)-piperidin-1-yl]-1-(4-methyl-2-oxo-2,3-dihydro-benzoxazol-6-ylmethyl)-2-oxo-ethyl 4-(2-oxo-1,2,4,5-tetrahydro-1,3-benzodiazepin-3-yl)-piperidine-1-carboxylate). RXN SMILES: [O:1]=[C:2]1[N:8]([CH:9]2[CH2:14][CH2:13][N:12]([C:15]([O:17][C@@H:18]([C:31]([OH:33])=O)[CH2:19][C:20]3[CH:29]=[C:28]([CH3:30])[C:23]4[NH:24][C:25](=[O:27])[O:26][C:22]=4[CH:21]=3)=[O:16])[CH2:11][CH2:10]2)[CH2:7][CH2:6][C:5]2[CH:34]=[CH:35][CH:36]=[CH:37][C:4]=2[NH:3]1.[NH:38]1[CH2:43][CH2:42][CH:41]([N:44]2[CH2:49][CH2:48][N:47]([C:50](=[O:52])[CH3:51])[CH2:46][CH2:45]2)[CH2:40][CH2:39]1>>[O:1]=[C:2]1[N:8]([CH:9]2[CH2:10][CH2:11][N:12]([C:15]([O:17][C@H:18]([CH2:19][C:20]3[CH:29]=[C:28]([CH3:30])[C:23]4[NH:24][C:25](=[O:27])[O:26][C:22]=4[CH:21]=3)[C:31]([N:38]3[CH2:39][CH2:40][CH:41]([N:44]4[CH2:45][CH2:46][N:47]([C:50](=[O:52])[CH3:51])[CH2:48][CH2:49]4)[CH2:42][CH2:43]3)=[O:33])=[O:16])[CH2:13][CH2:14]2)[CH2:7][CH2:6][C:5]2[CH:34]=[CH:35][CH:36]=[CH:37][C:4]=2[NH:3]1. Procedure details: Prepared analogously to Example 1 h from 600 mg (1.18 mmol) (R)-1-carboxy-2-(4-methyl-2-oxo-2,3-dihydrobenzoxazol-6-yl)-ethyl 4-(2-oxo-1,2,4,5-tetrahydro-1,3-benzodiazepin-3-yl)-piperidine-1-carboxylate and 275 mg (1.30 mmol) 1-(4-piperidin-4-yl-piperazin-1-yl)-ethanone. Starting materials: NC(C1=CC(=NC=C1)N1CCN(CC1)C(CCC(C)(C)C)=O)=NO (1-{4-[Amino(hydroxyimino)methyl]pyridin-2-yl}-4-(4,4-dimethylpentanoyl)piperazine), C1(CC1)C(=O)Cl (cyclopropanecarbonyl chloride). Solvent: N1=CC=CC=C1 (pyridine), C(C)(=O)OCC (ethyl acetate). Yields the product CC(CCC(=O)N1CCN(CC1)C1=NC=CC(=C1)C1=NOC(=N1)C1CC1)(C)C (1-(4,4-Dimethylpentanoyl)-4-[4-(5-cyclopropyl-1,2,4-oxadiazol-3-yl)pyridin-2-yl]piperazine). Reaction SMILES: [NH2:1][C:2](=[N:23][OH:24])[C:3]1[CH:8]=[CH:7][N:6]=[C:5]([N:9]2[CH2:14][CH2:13][N:12]([C:15](=[O:22])[CH2:16][CH2:17][C:18]([CH3:21])([CH3:20])[CH3:19])[CH2:11][CH2:10]2)[CH:4]=1.[CH:25]1([C:28](Cl)=O)[CH2:27][CH2:26]1>N1C=CC=CC=1.C(OCC)(=O)C>[CH3:19][C:18]([CH3:20])([CH3:21])[CH2:17][CH2:16][C:15]([N:12]1[CH2:13][CH2:14][N:9]([C:5]2[CH:4]=[C:3]([C:2]3[N:1]=[C:28]([CH:25]4[CH2:27][CH2:26]4)[O:24][N:23]=3)[CH:8]=[CH:7][N:6]=2)[CH2:10][CH2:11]1)=[O:22]. Reported procedure: 1-{4-[Amino(hydroxyimino)methyl]pyridin-2-yl}-4-(4,4-dimethylpentanoyl)piperazine (235 mg) obtained in Example 56-1) was dissolved in pyridine (1 mL), then cyclopropanecarbonyl chloride (0.065 mL) was added thereto and heated under reflux for 90 minutes. The reaction liquid was diluted with ethyl acetate, washed with water, aqueous saturated sodium hydrogencarbonate solution and saturated saline water, and dried with anhydrous sodium sulfate. The solvent was evaporated away, and the resulting re...